From a dataset of the Open Reaction Database (ORD), a public repository of structured organic reaction records. describe an organic reaction: reactants, conditions, products, and yield Starting materials: CC(CCC(C)=O)=O (2,5-hexanedione), NCCCO (3-amino-1propanol). The reagents and catalysts are [Pd] (Pd/C). Solvent: C(C)O (ethanol). Conditions: time 3 hour. The product is OCCCN1C(CCC1C)C (N-(3-hydroxypropyl)-2,5-dimethylpyrrolidine). Isolated yield 36.0%. Reaction SMILES: [CH3:1][C:2](=O)[CH2:3][CH2:4][C:5](=O)[CH3:6].[NH2:9][CH2:10][CH2:11][CH2:12][OH:13]>[Pd].C(O)C>[OH:13][CH2:12][CH2:11][CH2:10][N:9]1[CH:2]([CH3:1])[CH2:3][CH2:4][CH:5]1[CH3:6]. Reported procedure: A total of 3 moles of 2,5-hexanedione, 3 moles of 3-amino-1propanol, 10 g of 10% Pd/C, and 500 ml of ethanol were charged to an autoclave. The reaction mixture was pressured up to 1100 psi of H2 and kept for 3 hours at 100° C. Distillation yielded 170 g of N-(3-hydroxypropyl)-2,5-dimethylpyrrolidine (b.p.=119° C. at 25 mm). The reactants are C(C1=CC=CC=C1)[Mg]Cl (benzylmagnesium chloride), BrC=1C=C(SC1)C=O (4-bromothiophene-2-carboxaldehyde), [Li+].C[Si](C)(C)[N-][Si](C)(C)C (LiHMDS). Solvent: C1CCOC1 (THF), C1CCOC1 (THF), C1CCOC1 (THF). Run at time 30 minute. The product is BrC=1C=C(SC1)C(CC1=CC=CC=C1)N (1-(4-Bromothiophen-2-yl)-2-phenylethanamine). Reaction SMILES: [Br:1][C:2]1[CH:3]=[C:4]([CH:7]=O)[S:5][CH:6]=1.[Li+].C[Si]([N-:14][Si](C)(C)C)(C)C.[CH2:19]([Mg]Cl)[C:20]1[CH:25]=[CH:24][CH:23]=[CH:22][CH:21]=1>C1COCC1>[Br:1][C:2]1[CH:3]=[C:4]([CH:7]([NH2:14])[CH2:19][C:20]2[CH:25]=[CH:24][CH:23]=[CH:22][CH:21]=2)[S:5][CH:6]=1 |f:1.2|. Procedure details: To a solution of 4-bromothiophene-2-carboxaldehyde (10.1 g, 52.8 mmol) in anhydrous THF (150 mL) at 0° C. under N2 was added dropwise 1.0 M LiHMDS (58 mL) in THF. After 30 min, a solution of 2.0 M benzylmagnesium chloride (27 mL) in THF was added dropwise. The resulting mixture was stirred at rt for 50 min. The reaction mixture was quenched with sat. NH4Cl and most of the THF was evaporated. The residue was diluted with ethyl acetate (150 mL), washed with water and brine, and dried over MgSO4. P... The reactants are Poly(NHC—CO2)0, C(=O)=O (CO2), C(#C)C1=CC=CC=C1 (1-ethynylbenzene), C(=O)=O (CO2), 5(NHC—Cu)0, 5(NHC—Cu)0. The product is C1(=CC=CC=C1)C#CC(=O)O (phenylpropiolic acid). The yield is 52.0%. As a reaction SMILES: [C:1](=[O:3])=[O:2].[C:4]([C:6]1[CH:11]=[CH:10][CH:9]=[CH:8][CH:7]=1)#[CH:5]>>[C:6]1([C:4]#[C:5][C:1]([OH:3])=[O:2])[CH:11]=[CH:10][CH:9]=[CH:8][CH:7]=1. Procedure details: The longer reaction time for the P1 catalysed reaction may be due to the heterogeneous reaction behavior in this solid catalyst system. A reaction intermediate Poly(NHC—CO2)0.5(NHC—Cu)0.5 was synthesized by reaction of Poly(NHC)0.5(NHC—Cu)0.5 (P1) with CO2. This intermediate was directly used to react with stoichiometric amount 1-ethynylbenzene (1 eq. to NHC—CO2) under standard condition without an additional CO2 source. 52% yield of phenylpropiolic acid was obtained in 24 hours. With these expe... Reactants: CCOC(=O)Cc1cccc(Oc2cccc(Cl)c2Cl)c1N, [Na+], [OH-], O, c1ccccc1. Product: Nc1c(CC(=O)O)cccc1Oc1cccc(Cl)c1Cl. RXN SMILES: [NH2:1][c:2]1[c:3]([CH2:17][C:18](=[O:19])[O:20][CH2:21][CH3:22])[cH:4][cH:5][cH:6][c:7]1[O:8][c:9]1[c:10]([Cl:16])[c:11]([Cl:15])[cH:12][cH:13][cH:14]1.[Na+:24].[OH-:23].[OH2:25].[cH:26]1[cH:27][cH:28][cH:29][cH:30][cH:31]1>>[NH2:1][c:2]1[c:3]([CH2:17][C:18](=[O:19])[OH:20])[cH:4][cH:5][cH:6][c:7]1[O:8][c:9]1[c:10]([Cl:16])[c:11]([Cl:15])[cH:12][cH:13][cH:14]1.